This data is from the Open Reaction Database (ORD), a public repository of structured organic reaction records. The task is: describe an organic reaction: reactants, conditions, products, and yield The reactants are ClC=1C=CC(=C2C(=C(C(=NC12)C)SC1=CC=C(C=C1)Cl)C)OS(=O)(=O)C(F)(F)F (trifluoromethanesulfonic acid 8-chloro-3-(4-chlorophenylsulfanyl)-2,4-dimethylquinolin-5-yl ester), C(C)(C)(C)[Si](C)(C)OC(=C)OC (tert-butyl-(1-methoxyvinyloxy)dimethyl silane), C(C)(=O)[O-].[Na+] (sodium acetate). The reagents and catalysts are [Pd].C(C1=CC=CC=C1)=CC(=O)C=CC1=CC=CC=C1.C(C1=CC=CC=C1)=CC(=O)C=CC1=CC=CC=C1 (bis(dibenzylideneacetone) palladium), C1(=CC=CC=C1)P([C-]1C=CC=C1)C1=CC=CC=C1.[C-]1(C=CC=C1)P(C1=CC=CC=C1)C1=CC=CC=C1.[Fe+2] (1,1′-bis(diphenylphospino) ferrocene). Run in CN(C=O)C (N,N-dimethylformamide), C(C)(=O)OCC (ethyl acetate). Conditions: temperature 120 celsius. Yields the product COC(CC1=C2C(=C(C(=NC2=C(C=C1)Cl)C)SC1=CC=C(C=C1)Cl)C)=O ([8-chloro-3-(4-chlorophenylsulfanyl)-2,4-dimethylquinolin-5-yl]acetic Acid Methyl Ester). Reaction SMILES: [Cl:1][C:2]1[CH:3]=[CH:4][C:5](OS(C(F)(F)F)(=O)=O)=[C:6]2[C:11]=1[N:10]=[C:9]([CH3:12])[C:8]([S:13][C:14]1[CH:19]=[CH:18][C:17]([Cl:20])=[CH:16][CH:15]=1)=[C:7]2[CH3:21].C([Si]([O:37][C:38]([O:40][CH3:41])=[CH2:39])(C)C)(C)(C)C.C([O-])(=O)C.[Na+]>CN(C)C=O.C(OCC)(=O)C.[Pd].C(=CC(C=CC1C=CC=CC=1)=O)C1C=CC=CC=1.C(=CC(C=CC1C=CC=CC=1)=O)C1C=CC=CC=1.C1(P(C2C=CC=CC=2)[C-]2C=CC=C2)C=CC=CC=1.[C-]1(P(C2C=CC=CC=2)C2C=CC=CC=2)C=CC=C1.[Fe+2]>[CH3:41][O:40][C:38](=[O:37])[CH2:39][C:5]1[CH:4]=[CH:3][C:2]([Cl:1])=[C:11]2[C:6]=1[C:7]([CH3:21])=[C:8]([S:13][C:14]1[CH:19]=[CH:18][C:17]([Cl:20])=[CH:16][CH:15]=1)[C:9]([CH3:12])=[N:10]2 |f:2.3,6.7.8,9.10.11|. Procedure details: A mixture of trifluoromethanesulfonic acid 8-chloro-3-(4-chlorophenylsulfanyl)-2,4-dimethylquinolin-5-yl ester (0.31 g), tert-butyl-(1-methoxyvinyloxy)dimethyl silane (0.71 mL), sodium acetate (0.064 g), bis(dibenzylideneacetone) palladium (0.018 g) and 1,1′-bis(diphenylphospino) ferrocene (0) (0.018 g) in N,N-dimethylformamide (4.0 mL) was heated by microwave irradiation at 120° C. for 15 minutes. The mixture was diluted with ethyl acetate, and this solution was washed with saturated aqueous am...